Dataset: the Open Reaction Database (ORD), a public repository of structured organic reaction records. Task: describe an organic reaction: reactants, conditions, products, and yield Reactants: IC=1C=NN(C1)C1=C(C=CC=C1)[N+](=O)[O-] (4-iodo-1-(2-nitro-phenyl)-1H-pyrazole), CC(C#C)(C)C (3,3-dimethyl-1-butyne), 6.030.r, O (water). Reagents/catalysts: [Cu]I (copper(I) iodide), Cl[Pd]([P](C1=CC=CC=C1)(C2=CC=CC=C2)C3=CC=CC=C3)([P](C4=CC=CC=C4)(C5=CC=CC=C5)C6=CC=CC=C6)Cl (bis(triphenylphosphine)palladium(II) chloride). Run in N1CCCCC1 (piperidine). Conditions: time 16 hour. Yields the product CC(C#CC=1C=NN(C1)C1=C(C=CC=C1)[N+](=O)[O-])(C)C (4-(3,3-dimethyl-but-1-ynyl)-1-(2-nitro-phenyl)-1H-pyrazole). As a reaction SMILES: I[C:2]1[CH:3]=[N:4][N:5]([C:7]2[CH:12]=[CH:11][CH:10]=[CH:9][C:8]=2[N+:13]([O-:15])=[O:14])[CH:6]=1.[CH3:16][C:17]([CH3:21])([CH3:20])[C:18]#[CH:19].O>N1CCCCC1.[Cu]I.Cl[Pd](Cl)([P](C1C=CC=CC=1)(C1C=CC=CC=1)C1C=CC=CC=1)[P](C1C=CC=CC=1)(C1C=CC=CC=1)C1C=CC=CC=1>[CH3:16][C:17]([CH3:21])([CH3:20])[C:18]#[C:19][C:2]1[CH:3]=[N:4][N:5]([C:7]2[CH:12]=[CH:11][CH:10]=[CH:9][C:8]=2[N+:13]([O-:15])=[O:14])[CH:6]=1 |^1:33,52|. Reported procedure: To a solution of 4-iodo-1-(2-nitro-phenyl)-1H-pyrazole (24 g, 76 mmol) in piperidine (215 ml) were added successively copper(I) iodide (0.7 g, 3.8 mmol), bis(triphenylphosphine)palladium(II) chloride (2.7 g, 3.8 mmol) and 3,3-dimethyl-1-butyne (12.5 g, 0.15 mol). This mixture was stirred for 16 hours at room temperature. Subsequently, it was poured into 1 litre of water, stirred for 15 minutes and extracted with tert-butyl methyl ether. The combined organic layer was washed with brine, dried ove... The reactants are O (water), ClC=1C=C(C(=O)O)C=CN1 (2-Chloro isonicotinic acid), C(C1=CC=CC=C1)O (benzyl alcohol), C(C)(C)(C)O[K] (tBuOK). Run in CN1CCCC1=O (NMP). Conditions: temperature 125 celsius, time 6 hour. Product: C(C1=CC=CC=C1)OC=1C=C(C(=O)O)C=CN1 (2-Benzyloxy-isonicotinic acid). Isolated yield 71.3%. RXN SMILES: Cl[C:2]1[CH:3]=[C:4]([CH:8]=[CH:9][N:10]=1)[C:5]([OH:7])=[O:6].[CH2:11]([OH:18])[C:12]1[CH:17]=[CH:16][CH:15]=[CH:14][CH:13]=1.C(O[K])(C)(C)C.O>CN1C(=O)CCC1>[CH2:11]([O:18][C:2]1[CH:3]=[C:4]([CH:8]=[CH:9][N:10]=1)[C:5]([OH:7])=[O:6])[C:12]1[CH:17]=[CH:16][CH:15]=[CH:14][CH:13]=1. Reported procedure: 2-Chloro isonicotinic acid (9.45 g) and benzyl alcohol (12.977 g) were dissolved in NMP (180 mL), and treated with tBuOK (20.2 g) between 10-25° C. The reaction mixture was then stirred at 125° C. (Bath-temperature) for 6 h, cooled down to r.t., poured into water (1500 ml) and extracted twice with water. The combined aqueous phases were treated with concentrated aqueous HCl until pH 3 (16 ml). After 10 min the solid was filtered, washed with water and dried under high vacuum, to give the title c... RXN SMILES: [CH3:17][CH2:18][OH:19].[H:15][H:16].[N+:1]([O-:2])(=[O:3])[c:4]1[cH:5][cH:6][c:7]([CH2:10][CH2:11][C:12](=[O:13])[OH:14])[n:8][cH:9]1>>[NH2:1][c:4]1[cH:5][cH:6][c:7]([CH2:10][CH2:11][C:12](=[O:13])[OH:14])[n:8][cH:9]1. The product is Nc1ccc(CCC(=O)O)nc1. The reactants are CCO, [H][H], O=C(O)CCc1ccc([N+](=O)[O-])cn1. Reactants: solution, O1C(CCCC1)OCC#C (propargyl tetrahydropyranyl ether), C[Mg]I (methyl magnesium iodide), COC=1C=C2CCC(C(C2=CC1)=O)C1=CC=C(C=C1)OC (3,4-dihydro-6-methoxy-2-p-methoxyphenylnaphthalen-1(2H)-one), ice. The solvent is O1CCCC1 (tetrahydrofuran), O1CCCC1 (tetrahydrofuran), O1CCCC1 (tetrahydrofuran). Yields the product COC=1C=C2CCC(C(C2=CC1)(O)C#CCOC1OCCCC1)C1=CC=C(C=C1)OC (6-methoxy-2-p-methoxyphenyl-1,2,3,4-tetrahydro-1-(3-tetrahydropyranyloxypropynyl)naphth-1-ol). As a reaction SMILES: C[Mg]I.[O:4]1[CH2:9][CH2:8][CH2:7][CH2:6][CH:5]1[O:10][CH2:11][C:12]#[CH:13].[CH3:14][O:15][C:16]1[CH:17]=[C:18]2[C:23](=[CH:24][CH:25]=1)[C:22](=[O:26])[CH:21]([C:27]1[CH:32]=[CH:31][C:30]([O:33][CH3:34])=[CH:29][CH:28]=1)[CH2:20][CH2:19]2>O1CCCC1>[CH3:14][O:15][C:16]1[CH:17]=[C:18]2[C:23](=[CH:24][CH:25]=1)[C:22]([C:13]#[C:12][CH2:11][O:10][CH:5]1[CH2:6][CH2:7][CH2:8][CH2:9][O:4]1)([OH:26])[CH:21]([C:27]1[CH:28]=[CH:29][C:30]([O:33][CH3:34])=[CH:31][CH:32]=1)[CH2:20][CH2:19]2. Reported procedure: A solution of methyl magnesium iodide (22.3 ml. of a 2.86 molar solution in tetrahydrofuran) was added dropwise to a stirred solution of the propargyl tetrahydropyranyl ether thus obtained (10.0 g.) in tetrahydrofuran (200 ml.) which was maintained under an atmosphere of argon, and the mixture was heated under reflux for 30 minutes. A solution of 3,4-dihydro-6-methoxy-2-p-methoxyphenylnaphthalen-1(2H)-one (7.2 g.; prepared by the method described in the Journal of Medicinal Chemistry, 1966, 9, 1... The reactants are Cn1cc(Br)cc(Br)c1=O, O=C([O-])[O-], CCc1cc(N)n[nH]1, C1COCCO1, CC1(C)c2cccc(P(c3ccccc3)c3ccccc3)c2Oc2c(P(c3ccccc3)c3ccccc3)cccc21, [Cs+], [Cs+], O=C(C=Cc1ccccc1)C=Cc1ccccc1, O=C(C=Cc1ccccc1)C=Cc1ccccc1, O=C(C=Cc1ccccc1)C=Cc1ccccc1, [Pd], [Pd]. The product is CCc1cc(Nc2cc(Br)cn(C)c2=O)n[nH]1. As a reaction SMILES: [Br:1][c:2]1[c:3](=[O:10])[n:4]([CH3:9])[cH:5][c:6]([Br:8])[cH:7]1.[C:61](=[O:62])([O-:63])[O-:64].[CH2:11]([CH3:12])[c:13]1[cH:14][c:15]([NH2:18])[n:16][nH:17]1.[CH2:123]1[O:124][CH2:125][CH2:126][O:127][CH2:128]1.[CH3:19][C:20]1([CH3:21])[c:22]2[cH:23][cH:24][cH:25][c:26]([P:27]([c:28]3[cH:29][cH:30][cH:31][cH:32][cH:33]3)[c:34]3[cH:35][cH:36][cH:37][cH:38][cH:39]3)[c:40]2[O:41][c:42]2[c:43]1[cH:44][cH:45][cH:46][c:47]2[P:48]([c:49]1[cH:50][cH:51][cH:52][cH:53][cH:54]1)[c:55]1[cH:56][cH:57][cH:58][cH:59][cH:60]1.[Cs+:65].[Cs+:66].[O:105]=[C:106]([CH:107]=[CH:108][c:109]1[cH:110][cH:111][cH:112][cH:113][cH:114]1)[CH:115]=[CH:116][c:117]1[cH:118][cH:119][cH:120][cH:121][cH:122]1.[O:69]=[C:70]([CH:71]=[CH:72][c:73]1[cH:74][cH:75][cH:76][cH:77][cH:78]1)[CH:79]=[CH:80][c:81]1[cH:82][cH:83][cH:84][cH:85][cH:86]1.[O:87]=[C:88]([CH:89]=[CH:90][c:91]1[cH:92][cH:93][cH:94][cH:95][cH:96]1)[CH:97]=[CH:98][c:99]1[cH:100][cH:101][cH:102][cH:103][cH:104]1.[Pd:67].[Pd:68]>>[c:2]1([NH:18][c:15]2[cH:14][c:13]([CH2:11][CH3:12])[nH:17][n:16]2)[c:3](=[O:10])[n:4]([CH3:9])[cH:5][c:6]([Br:8])[cH:7]1.